This data is from the Open Reaction Database (ORD), a public repository of structured organic reaction records. The task is: describe an organic reaction: reactants, conditions, products, and yield Reactants: C(C)(=O)C1=C(SC=2CN(CCC21)C(C)=O)CCCl (3,6-diacetyl-2-(2-chloroethyl)-4,5,6,7-tetrahydrothieno[2,3-c]pyridine), Cl.FC1=CC2=C(C(=NO2)C2CCNCC2)C=C1 (4-(6-fluoro-1,2-benzisoxazol-3-yl)piperidine hydrochloride). Product: FC1=CC2=C(C(=NO2)C2CCN(CC2)CCC2=CC3=C(CNCC3)S2)C=C1 (2-(4-(6-fluoro-1,2-benzisoxazol-3-yl)piperidin-1-yl)ethyl-4,5,6,7-tetrahydrothieno[2,3-c]pyridine). RXN SMILES: C([C:4]1[C:12]2[CH2:11][CH2:10][N:9](C(=O)C)[CH2:8][C:7]=2[S:6][C:5]=1[CH2:16][CH2:17]Cl)(=O)C.Cl.[F:20][C:21]1[CH:35]=[CH:34][C:24]2[C:25]([CH:28]3[CH2:33][CH2:32][NH:31][CH2:30][CH2:29]3)=[N:26][O:27][C:23]=2[CH:22]=1>>[F:20][C:21]1[CH:35]=[CH:34][C:24]2[C:25]([CH:28]3[CH2:29][CH2:30][N:31]([CH2:17][CH2:16][C:5]4[S:6][C:7]5[CH2:8][NH:9][CH2:10][CH2:11][C:12]=5[CH:4]=4)[CH2:32][CH2:33]3)=[N:26][O:27][C:23]=2[CH:22]=1 |f:1.2|. Procedure details: The reaction and procedure were conducted in a similar manner as in Example 24 using 1.5 g of 3,6-diacetyl-2-(2-chloroethyl)-4,5,6,7-tetrahydrothieno[2,3-c]pyridine and 1.3 g of 4-(6-fluoro-1,2-benzisoxazol-3-yl)piperidine hydrochloride to give 3,6-diacetyl-2-(2-(4-(6-fluoro-1,2-benzisoxazol-3-yl)piperidin-1-yl)ethyl-4,5,6,7-tetrahydrothieno[2,3-c]pyridine as an oil. Reactants: O[C@@H](C(=O)N1CCN(CC1)C1=NC(=NC2=CC=CC=C12)C1=C(C=CC=C1)O)CC(C)C ((R)-2-hydroxy-1-(4-(2-(2-hydroxyphenyl)quinazolin-4-yl)piperazin-1-yl)-4-methylpentan-1-one), CCOCC (ether), Cl (HCl). Solvent: C(Cl)Cl (CH2Cl2). Run at time 30 minute. Product: Cl.O[C@@H](C(=O)N1CCN(CC1)C1=NC(=NC2=CC=CC=C12)C1=C(C=CC=C1)O)CC(C)C ((R)-2-hydroxy-1-(4-(2-(2-hydroxyphenyl)quinazolin-4-yl)piperazin-1-yl)-4-methylpentan-1-one hydrochloride). Yield: 90.7%. As a reaction SMILES: [OH:1][C@H:2]([CH2:28][CH:29]([CH3:31])[CH3:30])[C:3]([N:5]1[CH2:10][CH2:9][N:8]([C:11]2[C:20]3[C:15](=[CH:16][CH:17]=[CH:18][CH:19]=3)[N:14]=[C:13]([C:21]3[CH:26]=[CH:25][CH:24]=[CH:23][C:22]=3[OH:27])[N:12]=2)[CH2:7][CH2:6]1)=[O:4].CCOCC.[ClH:37]>C(Cl)Cl>[ClH:37].[OH:1][C@H:2]([CH2:28][CH:29]([CH3:31])[CH3:30])[C:3]([N:5]1[CH2:10][CH2:9][N:8]([C:11]2[C:20]3[C:15](=[CH:16][CH:17]=[CH:18][CH:19]=3)[N:14]=[C:13]([C:21]3[CH:26]=[CH:25][CH:24]=[CH:23][C:22]=3[OH:27])[N:12]=2)[CH2:7][CH2:6]1)=[O:4] |f:4.5|. Reported procedure: To a solution of (R)-2-hydroxy-1-(4-(2-(2-hydroxyphenyl)quinazolin-4-yl)piperazin-1-yl)-4-methylpentan-1-one (265 mg, 0.63 mmol) in CH2Cl2 (3 mL) under inert atmosphere was added 10 mL of ether followed by the dropwise addition of 2 M HCl (0.315 mL, 0.63 mmol). The reaction was stirred for 30 min before the formed precipitate was filtered to afford (R)-2-hydroxy-1-(4-(2-(2-hydroxyphenyl)quinazolin-4-yl)piperazin-1-yl)-4-methylpentan-1-one hydrochloride (261 mg, 91%). LC/MS: m/z 421.3 (M+H)+ at 2... Reactants: CN(C)C1=CC=C(C=C1)C(=C)C2=CC=C(C=C2)N(C)C (Michler's Ethylene), CN(C1=CC=C(C(C2=CC=C(C=C2)N(C)C)O)C=C1)C (4,4'-bis-(dimethylamino)-benzhydrol), S(=O)(=O)(O)C1=CC=C(C=C1)C (4-sulphotoluene). Solvent: CO (methanol). Yields the product CN(C)C1=CC=C(C=C1)C(=CC(C1=CC=C(C=C1)N(C)C)C1=CC=C(C=C1)N(C)C)C1=CC=C(C=C1)N(C)C (1,1,3,3-tetra(4-[N,N-dimethylamino]phenyl)prop-1-ene). As a reaction SMILES: [CH3:1][N:2]([C:4]1[CH:9]=[CH:8][C:7]([C:10]([C:12]2[CH:17]=[CH:16][C:15]([N:18]([CH3:20])[CH3:19])=[CH:14][CH:13]=2)=[CH2:11])=[CH:6][CH:5]=1)[CH3:3].[CH3:21][N:22]([CH3:40])[C:23]1[CH:39]=[CH:38][C:26]([CH:27](O)[C:28]2[CH:33]=[CH:32][C:31]([N:34]([CH3:36])[CH3:35])=[CH:30][CH:29]=2)=[CH:25][CH:24]=1.S(C1C=CC(C)=CC=1)(O)(=O)=O>CO>[CH3:20][N:18]([C:15]1[CH:14]=[CH:13][C:12]([C:10]([C:7]2[CH:8]=[CH:9][C:4]([N:2]([CH3:1])[CH3:3])=[CH:5][CH:6]=2)=[CH:11][CH:27]([C:26]2[CH:25]=[CH:24][C:23]([N:22]([CH3:21])[CH3:40])=[CH:39][CH:38]=2)[C:28]2[CH:29]=[CH:30][C:31]([N:34]([CH3:35])[CH3:36])=[CH:32][CH:33]=2)=[CH:17][CH:16]=1)[CH3:19]. Procedure details: Michler's Ethylene (5g) and of 4,4'-bis-(dimethylamino)-benzhydrol (5g, Michler's Hydrol) were dissolved in methanol (50g) and 4-sulphotoluene (0.1g) was added. After stirring and heating under reflux for 2 hours, the insoluble crude product was isolated by filtration, washed with methanol and crystallised from toluene as a white solid (7g), MP 189°-190° C. It has the structure: ##STR12## Use of TDPP as a colour former in a pressure-sensitive copying paper Starting materials: ice water, C(C)(=O)C1=CC=C(C=C1)C1=CC=C(C=C1)OCC1=CC=CC=C1 (4'-acetyl-4-benzyloxybiphenyl), O1CCCC1 (tetrahydrofuran), [BH4-].[Na+] (sodium borohydride). The solvent is CO (methanol). Reaction conditions: time 5 hour. The product is C(C1=CC=CC=C1)OC1=CC=C(C=C1)C1=CC=C(C=C1)C(C)O (4-benzyloxy-4'-(1-hydroxyethyl)biphenyl). Isolated yield 96.4%. RXN SMILES: [C:1]([C:4]1[CH:9]=[CH:8][C:7]([C:10]2[CH:15]=[CH:14][C:13]([O:16][CH2:17][C:18]3[CH:23]=[CH:22][CH:21]=[CH:20][CH:19]=3)=[CH:12][CH:11]=2)=[CH:6][CH:5]=1)(=[O:3])[CH3:2].O1CCCC1.[BH4-].[Na+]>CO>[CH2:17]([O:16][C:13]1[CH:14]=[CH:15][C:10]([C:7]2[CH:6]=[CH:5][C:4]([CH:1]([OH:3])[CH3:2])=[CH:9][CH:8]=2)=[CH:11][CH:12]=1)[C:18]1[CH:19]=[CH:20][CH:21]=[CH:22][CH:23]=1 |f:2.3|. Procedure details: 120.9 g (0.4 mol) of 4'-acetyl-4-benzyloxybiphenyl, 400 ml of tetrahydrofuran and 100 ml of methanol were supplied into a four-necked flask equipped with a stirrer and a thermometer. Then 15.14 g (0.4 mol) of sodium borohydride was added at 15°-25° C. over a period of 2 hours. The mixture was kept at the same temperature for 5 hours, then poured into ice-water and extracted twice with 500 ml of chloroform. The organic layer was concentrated under reduced pressure to obtain 117.4 g of 4-benzyloxy... The reactants are CC12CCC(=O)C=C1CCC1C2CCC2(C)C(O)CCC12, O=C(O)c1cccnc1, O=S(Cl)Cl. Yields the product CC12CCC(=O)C=C1CCC1C2CCC2(C)C(O)CCC12, O=C([O-])c1cccnc1. Reaction SMILES: [CH:14]12[CH2:15][CH2:16][C:17]3=[CH:18][C:19](=[O:20])[CH2:21][CH2:22][C:23]3([CH3:24])[CH:25]1[CH2:26][CH2:27][C:28]1([CH3:29])[CH:30]([OH:31])[CH2:32][CH2:33][CH:34]21.[OH:5][C:6](=[O:7])[c:8]1[cH:9][cH:10][cH:11][n:12][cH:13]1.[S:1]([Cl:2])([Cl:3])=[O:4]>>[CH:14]12[CH2:15][CH2:16][C:17]3=[CH:18][C:19](=[O:20])[CH2:21][CH2:22][C:23]3([CH3:24])[CH:25]1[CH2:26][CH2:27][C:28]1([CH3:29])[CH:30]([OH:31])[CH2:32][CH2:33][CH:34]21.[O:5]=[C:6]([O-:7])[c:8]1[cH:9][cH:10][cH:11][n:12][cH:13]1. The reactants are OC1CCC(CC1)COC(=O)N1CCCC1 (pyrrolidine-1-carboxylic acid 4-hydroxycyclohexylmethyl ester), CC1(CCCC(N1[O])(C)C)C (TEMPO), OOS(=O)[O-].[K+] (oxone). Reagents/catalysts: [Br-].C(CCC)[N+](CCCC)(CCCC)CCCC (tetrabutylammonium bromide). Solvent: C(Cl)Cl (methylene chloride), O (water). Conditions: time 14 hour. Yields the product O=C1CCC(CC1)COC(=O)N1CCCC1 (pyrrolidine-1-carboxylic acid 4-oxo-cyclohexylmethyl ester). As a reaction SMILES: [OH:1][CH:2]1[CH2:7][CH2:6][CH:5]([CH2:8][O:9][C:10]([N:12]2[CH2:16][CH2:15][CH2:14][CH2:13]2)=[O:11])[CH2:4][CH2:3]1.CC1(C)N([O])C(C)(C)CCC1.OOS([O-])=O.[K+]>C(Cl)Cl.[Br-].C([N+](CCCC)(CCCC)CCCC)CCC.O>[O:1]=[C:2]1[CH2:7][CH2:6][CH:5]([CH2:8][O:9][C:10]([N:12]2[CH2:13][CH2:14][CH2:15][CH2:16]2)=[O:11])[CH2:4][CH2:3]1 |f:2.3,5.6,^1:20|. Reported procedure: To a solution of pyrrolidine-1-carboxylic acid 4-hydroxycyclohexylmethyl ester (2 mmol) in methylene chloride (10 mL) were added TEMPO (0.2 mmol), tetrabutylammonium bromide (0.8 mmol), and oxone (4.4 mmol) and the resulting mixture was stirred for 14 hours. The reaction mixture was diluted with water, followed by few times of extraction with methylene chloride. The combined organic layer was dried over anhydrous magnesium sulfate, filtered and concentrated under reduced pressure. The residue wa... Reactants: CO, COC(=O)c1ccc(S(=O)(=O)N(Cc2ccc(OC(F)(F)F)cc2)c2nc3ccc(Cl)cn3c2C)cc1, [Na+], [OH-]. Reaction SMILES: [CH3:40][OH:41].[Cl:1][c:2]1[cH:3][cH:4][c:5]2[n:6]([cH:7]1)[c:8]([CH3:37])[c:9]([N:11]([S:12](=[O:13])(=[O:14])[c:15]1[cH:16][cH:17][c:18]([C:19](=[O:20])[O:21][CH3:22])[cH:23][cH:24]1)[CH2:25][c:26]1[cH:27][cH:28][c:29]([O:32][C:33]([F:34])([F:35])[F:36])[cH:30][cH:31]1)[n:10]2.[Na+:39].[OH-:38]>>[Cl:1][c:2]1[cH:3][cH:4][c:5]2[n:6]([cH:7]1)[c:8]([CH3:37])[c:9]([N:11]([S:12](=[O:13])(=[O:14])[c:15]1[cH:16][cH:17][c:18]([C:19](=[O:20])[O-:21])[cH:23][cH:24]1)[CH2:25][c:26]1[cH:27][cH:28][c:29]([O:32][C:33]([F:34])([F:35])[F:36])[cH:30][cH:31]1)[n:10]2.[Na+:39]. Yields the product Cc1c(N(Cc2ccc(OC(F)(F)F)cc2)S(=O)(=O)c2ccc(C(=O)[O-])cc2)nc2ccc(Cl)cn12, [Na+]. Reactants: ClC=1C=CC(=C(C(=O)NCCC2CCN(CC2)S(=O)(=O)N)C1)OC (4-(2-(5-chloro-2-methoxybenzamido)ethyl)piperidine-1-sulfonamide), C([O-])([O-])=O.[Cs+].[Cs+] (cesium carbonate), CN=C=S (methyl isothiocyanate). The solvent is CN1C(CCC1)=O (N-methyl-2-pyrrolidone). Product: ClC=1C=CC(=C(C(=O)NCCC2CCN(CC2)S(=O)(=O)NC(=S)NC)C1)OC (5-Chloro-2-methoxy-N-(2-(1-(3-methylthioureidosulfonyl)piperidin-4-yl)ethyl)benzamide). Isolated yield 20.0%. As a reaction SMILES: [Cl:1][C:2]1[CH:3]=[CH:4][C:5]([O:23][CH3:24])=[C:6]([CH:22]=1)[C:7]([NH:9][CH2:10][CH2:11][CH:12]1[CH2:17][CH2:16][N:15]([S:18]([NH2:21])(=[O:20])=[O:19])[CH2:14][CH2:13]1)=[O:8].C(=O)([O-])[O-].[Cs+].[Cs+].[CH3:31][N:32]=[C:33]=[S:34]>CN1CCCC1=O>[Cl:1][C:2]1[CH:3]=[CH:4][C:5]([O:23][CH3:24])=[C:6]([CH:22]=1)[C:7]([NH:9][CH2:10][CH2:11][CH:12]1[CH2:17][CH2:16][N:15]([S:18]([NH:21][C:33]([NH:32][CH3:31])=[S:34])(=[O:20])=[O:19])[CH2:14][CH2:13]1)=[O:8] |f:1.2.3|. Reported procedure: 376 mg (1 mmol) of 4-(2-(5-chloro-2-methoxybenzamido)ethyl)piperidine-1-sulfonamide and 652 mg (2 mmol) of cesium carbonate were heated in 5 ml of N-methyl-2-pyrrolidone with 73 mg (1 mmol) of methyl isothiocyanate at 80° C. for 10 minutes. The reaction mixture was poured onto ice/2 M hydrochloric acid, and the precipitated solid was filtered off with suction and washed with water until neutral. Purification by chromatography (silica gel; toluene/ethanol/ethyl acetate 8/1/1) resulted in 90 mg (2... Starting materials: NC=1C=CC(=C(OC2=CC=C3C(=N2)SC(=N3)NC(=O)C3CC3)C1)C (N-[5-(5-amino-2-methylphenoxy)[1,3]thiazolo[5,4-b]pyridin-2-yl]cyclopropanecarboxamide), Cl.C(C)N=C=NCCCN(C)C (1-ethyl-3-(3-dimethylaminopropyl)carbodiimide hydrochloride), C(C)(=O)OCC (Ethyl acetate), 1,3-phenylprop-2-ynoic acid, C=1C=CC2=C(C1)N=NN2O (HOBt). The solvent is O (water), CN(C=O)C (N,N-dimethylformamide). Conditions: time 8 hour. Yields the product CC1=C(OC2=CC=C3C(=N2)SC(=N3)NC(=O)C3CC3)C=C(C=C1)NC(C#CC1=CC=CC=C1)=O (N-(5-{2-methyl-5-[(3-phenylprop-2-ynoyl)amino]phenoxy}[1,3]thiazolo[5,4-b]pyridin-2-yl)cyclopropanecarboxamide). The yield is 11.0%. Reaction SMILES: [NH2:1][C:2]1[CH:3]=[CH:4][C:5]([CH3:24])=[C:6]([CH:23]=1)[O:7][C:8]1[N:13]=[C:12]2[S:14][C:15]([NH:17][C:18]([CH:20]3[CH2:22][CH2:21]3)=[O:19])=[N:16][C:11]2=[CH:10][CH:9]=1.[CH:25]1[CH:26]=[CH:27][C:28]2N(O)N=N[C:29]=2[CH:30]=1.Cl.C(N=C=N[CH2:41][CH2:42][CH2:43]N(C)C)C.C(OCC)(=[O:49])C>CN(C)C=O.O>[CH3:24][C:5]1[CH:4]=[CH:3][C:2]([NH:1][C:41](=[O:49])[C:42]#[C:43][C:29]2[CH:28]=[CH:27][CH:26]=[CH:25][CH:30]=2)=[CH:23][C:6]=1[O:7][C:8]1[N:13]=[C:12]2[S:14][C:15]([NH:17][C:18]([CH:20]3[CH2:22][CH2:21]3)=[O:19])=[N:16][C:11]2=[CH:10][CH:9]=1 |f:2.3|. Reported procedure: A solution of N-[5-(5-amino-2-methylphenoxy)[1,3]thiazolo[5,4-b]pyridin-2-yl]cyclopropanecarboxamide (41 mg, 0.12 mmol) produced in Reference Example 1,3-phenylprop-2-ynoic acid (21 mg, 0.15 mmol), HOBt (20 mg, 0.15 mmol) and 1-ethyl-3-(3-dimethylaminopropyl)carbodiimide hydrochloride (28 mg, 0.15 mmol) in N,N-dimethylformamide (3 mL) was stirred at room temperature overnight. Ethyl acetate (3 mL) and water (3 ml) were added to the reaction mixture, and the organic layer was dehydrated with Pres...